From a dataset of the Open Reaction Database (ORD), a public repository of structured organic reaction records. describe an organic reaction: reactants, conditions, products, and yield The product is Cn1c(-c2ccc(Cl)cc2)c(CCC(=O)N2CCN(Cc3ccccc3)CC2)c2cc(Cl)ccc21. RXN SMILES: [Cl:1][c:2]1[cH:3][c:4]2[c:5]([CH2:19][CH2:20][C:21](=[O:22])[OH:23])[c:6](-[c:12]3[cH:13][cH:14][c:15]([Cl:18])[cH:16][cH:17]3)[n:7]([CH3:11])[c:8]2[cH:9][cH:10]1.[O:37]1[CH2:38][CH2:39][CH2:40][CH2:41]1.[c:24]1([CH2:30][N:31]2[CH2:32][CH2:33][NH:34][CH2:35][CH2:36]2)[cH:25][cH:26][cH:27][cH:28][cH:29]1>>[Cl:1][c:2]1[cH:3][c:4]2[c:5]([CH2:19][CH2:20][C:21](=[O:22])[N:34]3[CH2:33][CH2:32][N:31]([CH2:30][c:24]4[cH:25][cH:26][cH:27][cH:28][cH:29]4)[CH2:36][CH2:35]3)[c:6](-[c:12]3[cH:13][cH:14][c:15]([Cl:18])[cH:16][cH:17]3)[n:7]([CH3:11])[c:8]2[cH:9][cH:10]1. Reactants: Cn1c(-c2ccc(Cl)cc2)c(CCC(=O)O)c2cc(Cl)ccc21, C1CCOC1, c1ccc(CN2CCNCC2)cc1. Reactants: C(C)OC1=CC=C(C=NC2=CC=C(C=C2)S(N)(=O)=O)C=C1 (N-(4-ethoxybenzylidene)-4-sulfamoylaniline), C[Si](C)(C)C#N (trimethylsilyl cyanide). Product: C(C)OC1=CC=C(C=C1)C(C#N)NC1=CC=C(C=C1)S(N)(=O)=O (α-(4-Ethoxyphenyl)-α-(4-sulfamoylanilino)acetonitrile), powder. Yield: 88.0%. Reaction SMILES: [CH2:1]([O:3][C:4]1[CH:21]=[CH:20][C:7]([CH:8]=[N:9][C:10]2[CH:15]=[CH:14][C:13]([S:16](=[O:19])(=[O:18])[NH2:17])=[CH:12][CH:11]=2)=[CH:6][CH:5]=1)[CH3:2].C[Si]([C:26]#[N:27])(C)C>>[CH2:1]([O:3][C:4]1[CH:21]=[CH:20][C:7]([CH:8]([NH:9][C:10]2[CH:15]=[CH:14][C:13]([S:16](=[O:19])(=[O:18])[NH2:17])=[CH:12][CH:11]=2)[C:26]#[N:27])=[CH:6][CH:5]=1)[CH3:2]. Procedure details: Following a procedure similar to that described in Example 1(ii), but using N-(4-ethoxybenzylidene)-4-sulfamoylaniline [prepared as described in step (i) above] and trimethylsilyl cyanide as starting materials, the title compound was obtained as a slightly yellow powder (yield 88%). Reactants: [BH4-], CCCCOCCCC, C1CCOC1, CO, [Li]c1ccccc1, N#CC1(N2CCCC2)CCCC1, CN(C)C1(C(N)c2ccccc2)CCCC1, [Na+]. The product is NC(c1ccccc1)C1(N2CCCC2)CCCC1. As a reaction SMILES: [BH4-:20].[CH2:38]([O:39][CH2:40][CH2:41][CH2:42][CH3:43])[CH2:44][CH2:45][CH3:46].[CH2:47]1[O:48][CH2:49][CH2:50][CH2:51]1.[CH3:52][OH:53].[Li:13][c:14]1[cH:15][cH:16][cH:17][cH:18][cH:19]1.[N:1]1([C:6]2([C:11]#[N:12])[CH2:7][CH2:8][CH2:9][CH2:10]2)[CH2:2][CH2:3][CH2:4][CH2:5]1.[NH2:22][CH:23]([c:24]1[cH:25][cH:26][cH:27][cH:28][cH:29]1)[C:30]1([N:31]([CH3:32])[CH3:33])[CH2:34][CH2:35][CH2:36][CH2:37]1.[Na+:21]>>[N:1]1([C:6]2([CH:11]([NH2:12])[c:14]3[cH:15][cH:16][cH:17][cH:18][cH:19]3)[CH2:7][CH2:8][CH2:9][CH2:10]2)[CH2:2][CH2:3][CH2:4][CH2:5]1. Starting materials: ClC=1N(N=C2N(C(N(C(C21)=O)C)=O)CC(C)C)CC2=CC=C(C=C2)C2=NC(=CC=C2)F (3-chloro-2-(4-(6-fluoropyridin-2-yl)benzyl)-7-isobutyl-5-methyl-2H-pyrazolo[3,4-d]pyrimidine-4,6(5H,7H)-dione), O1CCOCC1 (dioxane), C([O-])([O-])=O.[K+].[K+] (potassium carbonate), C1(=CC=CC=C1)O (phenol). Run in CN(C)C=O (DMF). Conditions: temperature 150 celsius. Product: FC1=CC=CC(=N1)C1=CC=C(CN2N=C3N(C(N(C(C3=C2OC2=CC=CC=C2)=O)C)=O)CC(C)C)C=C1 (2-(4-(6-fluoropyridin-2-yl)benzyl)-7-isobutyl-5-methyl-3-phenoxy-2H-pyrazolo[3,4-d]pyrimidine-4,6(5H,7H)-dione). The yield is 67.4%. As a reaction SMILES: Cl[C:2]1[N:3]([CH2:18][C:19]2[CH:24]=[CH:23][C:22]([C:25]3[CH:30]=[CH:29][CH:28]=[C:27]([F:31])[N:26]=3)=[CH:21][CH:20]=2)[N:4]=[C:5]2[C:10]=1[C:9](=[O:11])[N:8]([CH3:12])[C:7](=[O:13])[N:6]2[CH2:14][CH:15]([CH3:17])[CH3:16].C(=O)([O-])[O-].[K+].[K+].[C:38]1([OH:44])[CH:43]=[CH:42][CH:41]=[CH:40][CH:39]=1.O1CCOCC1>CN(C=O)C>[F:31][C:27]1[N:26]=[C:25]([C:22]2[CH:23]=[CH:24][C:19]([CH2:18][N:3]3[C:2]([O:44][C:38]4[CH:43]=[CH:42][CH:41]=[CH:40][CH:39]=4)=[C:10]4[C:5]([N:6]([CH2:14][CH:15]([CH3:17])[CH3:16])[C:7](=[O:13])[N:8]([CH3:12])[C:9]4=[O:11])=[N:4]3)=[CH:20][CH:21]=2)[CH:30]=[CH:29][CH:28]=1 |f:1.2.3|. Procedure details: 3-chloro-2-(4-(6-fluoropyridin-2-yl)benzyl)-7-isobutyl-5-methyl-2H-pyrazolo[3,4-d]pyrimidine-4,6(5H,7H)-dione (40 mg, 0.095 mmol), potassium carbonate (40 mg, 0.28 mmol) and phenol (26 mg, 0.28 mmol) are placed in a Biotage microwave vial, and then 0.4 mL of dioxane is added. The vial is sealed, and then heated in a Biotage microwave instrument at 150° C. for 3 h. The reaction mixture is diluted with DMF, and then filtered. The filtrate is purified with a semi-preparative HPLC to give 32 mg of p...